Dataset: the Open Reaction Database (ORD), a public repository of structured organic reaction records. Task: describe an organic reaction: reactants, conditions, products, and yield Starting materials: O.C(CCC)OC(C=O)=O (glyoxylic acid n-butyl ester monohydrate), CNC(=O)N (N-methylurea), aqueous solution. The solvent is C(C)(=O)O (acetic acid). Yields the product OC1C(NC(N1C)=O)=O (5-hydroxy-1-methylhydantoin). Isolated yield 80.0%. As a reaction SMILES: O.C(O[C:7](=[O:10])[CH:8]=[O:9])CCC.[CH3:11][NH:12][C:13]([NH2:15])=[O:14]>C(O)(=O)C>[OH:10][CH:7]1[N:12]([CH3:11])[C:13](=[O:14])[NH:15][C:8]1=[O:9] |f:0.1|. Reported procedure: 15.0 g of glyoxylic acid n-butyl ester monohydrate and 7.4 g of N-methylurea were refluxed in an 80% aqueous solution of acetic acid for 1 hour. After the solvent was removed by distillation, a small amount of methanol was added to the residue and the insoluble matter was filtered off. The filtrate was then evaporated to dryness under reduced pressure. The resulting crude crystals were recrystallized from ethyl acetate to give 10.4 g of 5-hydroxy-1-methylhydantoin (compound 1) in the form of whi...